The task is: describe an organic reaction: reactants, conditions, products, and yield. This data is from the Open Reaction Database (ORD), a public repository of structured organic reaction records. The reactants are COC(=O)C(CCCCNC(=O)OC(C)(C)C)Nc1cc(C)c(F)c(C)c1, ClCCl, O=C(O)C(F)(F)F. Product: COC(=O)C(CCCCN)Nc1cc(C)c(F)c(C)c1. As a reaction SMILES: [CH3:1][O:2][C:3]([CH:4]([CH2:5][CH2:6][CH2:7][CH2:8][NH:9][C:10]([O:11][C:12]([CH3:13])([CH3:14])[CH3:15])=[O:16])[NH:17][c:18]1[cH:19][c:20]([CH3:26])[c:21]([F:25])[c:22]([CH3:24])[cH:23]1)=[O:27].[Cl:35][CH2:36][Cl:37].[OH:28][C:29]([C:30]([F:31])([F:32])[F:33])=[O:34]>>[CH3:1][O:2][C:3]([CH:4]([CH2:5][CH2:6][CH2:7][CH2:8][NH2:9])[NH:17][c:18]1[cH:19][c:20]([CH3:26])[c:21]([F:25])[c:22]([CH3:24])[cH:23]1)=[O:27]. Starting materials: [H][H] (hydrogen), Cl.C(#N)CC1CN(CC1)CC1=CC=CC=C1 (3-cyanomethyl-1-benzylpyrrolidine hydrochloride). Run in C(C)O (ethanol). Yields the product Cl.C(#N)CC1CNCC1 (3-Cyanomethylpyrrolidine Hydrochloride). Yield: 95.0%. Reaction SMILES: [H][H].[ClH:3].[C:4]([CH2:6][CH:7]1[CH2:11][CH2:10][N:9](CC2C=CC=CC=2)[CH2:8]1)#[N:5]>C(O)C>[ClH:3].[C:4]([CH2:6][CH:7]1[CH2:11][CH2:10][NH:9][CH2:8]1)#[N:5] |f:1.2,4.5|. Procedure: Catalytic debenzylation, in the presence of hydrogen and palladised carbon, of 3-cyanomethyl-1-benzylpyrrolidine hydrochloride, in ethanol, makes it possible to obtain the desired compound.